Dataset: the Open Reaction Database (ORD), a public repository of structured organic reaction records. Task: describe an organic reaction: reactants, conditions, products, and yield Starting materials: NC=1C=C2C3=C(C(N(C(C3=CC=C2)=O)O[Si](C)(C)C(C)(C)C)=O)C1 (5-amino-2-tert-butyldimethylsilyoxy-1,3-dioxo-2,3-dihydro-1H-benzo[de]isoquinoline). Run in Cl (HCl), C(C)O (ethanol). The product is NC=1C=C2C3=C(C(N(C(C3=CC=C2)=O)O)=O)C1 (5-Amino-2-hydroxy-benzo[de]isoquinoline-1,3-dione). The yield is 76.2%. As a reaction SMILES: [NH2:1][C:2]1[CH:3]=[C:4]2[CH:13]=[CH:12][CH:11]=[C:10]3[C:5]2=[C:6]([CH:24]=1)[C:7](=[O:23])[N:8]([O:15][Si](C(C)(C)C)(C)C)[C:9]3=[O:14]>Cl.C(O)C>[NH2:1][C:2]1[CH:3]=[C:4]2[CH:13]=[CH:12][CH:11]=[C:10]3[C:5]2=[C:6]([CH:24]=1)[C:7](=[O:23])[N:8]([OH:15])[C:9]3=[O:14]. Reported procedure: A solution of compound 5-amino-2-tert-butyldimethylsilyoxy-1,3-dioxo-2,3-dihydro-1H-benzo[de]isoquinoline (0.8 g, 2.3 mmol, from Example B) in 2% HCl in ethanol (50 mL) was stirred at room temperature for 1 hour. The solid which formed was filtered and dried, to give 0.4 g of the title compound, mp 288-294° C. (dec). Starting materials: COC1=C(C2=C(C(CN(CC2)C)C2=CC=CC=C2)C=C1)[N+](=O)[O-] (7-methoxy-3-methyl-6-nitro-l-phenyl-2,3,4,5-tetrahydro1H-3-benzazepine), B(Br)(Br)Br (boron tribromide). Run in ClCCl (dichloromethane). Run at temperature -20 celsius, time 2.5 hour. The product is OC1=C(C2=C(C(CN(CC2)C)C2=CC=CC=C2)C=C1)[N+](=O)[O-] (7-Hydroxy-3-methyl-6-nitro-1-phenyl-2,3,4,5-tetrahydro-1H-3-benzazepine). RXN SMILES: C[O:2][C:3]1[CH:20]=[CH:19][C:6]2[CH:7]([C:13]3[CH:18]=[CH:17][CH:16]=[CH:15][CH:14]=3)[CH2:8][N:9]([CH3:12])[CH2:10][CH2:11][C:5]=2[C:4]=1[N+:21]([O-:23])=[O:22].B(Br)(Br)Br>ClCCl>[OH:2][C:3]1[CH:20]=[CH:19][C:6]2[CH:7]([C:13]3[CH:18]=[CH:17][CH:16]=[CH:15][CH:14]=3)[CH2:8][N:9]([CH3:12])[CH2:10][CH2:11][C:5]=2[C:4]=1[N+:21]([O-:23])=[O:22]. Procedure: 0.40 g (0.00128 mol) 7-methoxy-3-methyl-6-nitro-l-phenyl-2,3,4,5-tetrahydro1H-3-benzazepine was dissolved in 6 ml dry dichloromethane. The solution was cooled to -20° C. and 1.5 ml boron tribromide was added dropwise. The reaction mixture was stirred at -20° C. for 15 min and at room temperature for 2.5 h. Then, the mixture was concentrated in vacuo and the residue was hydrolized by careful addition of methanol. 10 ml water was added and the solution was heated to reflux for 0.5h. The cooled sol... The reactants are C(#N)C1=C(C=C(C=C1)C=CC(=O)OC(C)(C)C)C (tert-butyl 3-(4-cyano-3-methylphenyl)acrylate), [H][H] (hydrogen). Reagents/catalysts: [Pd] (palladium on carbon). Solvent: C(C)(=O)OCC (ethyl acetate). Yields the product C(#N)C1=C(C=C(C=C1)CCC(=O)OC(C)(C)C)C (tert-butyl 3-(4-cyano-3-methylphenyl)propanoate). Yield: 97.3%. As a reaction SMILES: [C:1]([C:3]1[CH:8]=[CH:7][C:6]([CH:9]=[CH:10][C:11]([O:13][C:14]([CH3:17])([CH3:16])[CH3:15])=[O:12])=[CH:5][C:4]=1[CH3:18])#[N:2].[H][H]>C(OCC)(=O)C.[Pd]>[C:1]([C:3]1[CH:8]=[CH:7][C:6]([CH2:9][CH2:10][C:11]([O:13][C:14]([CH3:16])([CH3:15])[CH3:17])=[O:12])=[CH:5][C:4]=1[CH3:18])#[N:2]. Reported procedure: To a solution of tert-butyl 3-(4-cyano-3-methylphenyl)acrylate obtained in step 1, (5.3 g) in ethyl acetate (50 mL) was added palladium on carbon (500 mg) and the mixture was placed under a pressure of 3 kg of hydrogen for 3 h at RT. The catalyst was removed by filtration and the filtrate was concentrated under vacuum to afford the title compound as white solid (5.2 g, 98%). 1H-NMR (CDCl3, 400 MHz) δ 7.51-7.53 (1H, d), 7.16 (1H, s), 7.10-7.12 (1H, d), 2.91-2.94 (2H, t), 2.53-2.57 (2H, t), 2.52 (...